Dataset: the Open Reaction Database (ORD), a public repository of structured organic reaction records. Task: describe an organic reaction: reactants, conditions, products, and yield Reactants: CCOC(=O)C(CNC(=O)Cc1ccc(OC)c(OC)c1)c1ccc(OC)c(OC)c1, CCO, [Na+], [OH-]. Product: COc1ccc(CC(=O)NCC(C(=O)O)c2ccc(OC)c(OC)c2)cc1OC. RXN SMILES: [CH2:1]([CH3:2])[O:3][C:4]([CH:5]([CH2:6][NH:7][C:8](=[O:9])[CH2:10][c:11]1[cH:12][c:13]([O:19][CH3:20])[c:14]([O:17][CH3:18])[cH:15][cH:16]1)[c:21]1[cH:22][c:23]([O:29][CH3:30])[c:24]([O:27][CH3:28])[cH:25][cH:26]1)=[O:31].[CH3:34][CH2:35][OH:36].[Na+:33].[OH-:32]>>[O:3]=[C:4]([CH:5]([CH2:6][NH:7][C:8](=[O:9])[CH2:10][c:11]1[cH:12][c:13]([O:19][CH3:20])[c:14]([O:17][CH3:18])[cH:15][cH:16]1)[c:21]1[cH:22][c:23]([O:29][CH3:30])[c:24]([O:27][CH3:28])[cH:25][cH:26]1)[OH:31]. The reactants are [Na+].C(CCCCC)C1=CC=C(S1)OB([O-])O (5-hexylthiophen-2-ylhydroxyboronic acid sodium salt), BrC1=CC(=C(C=C1)C1=CC=C(C=C1)CCCCC)F (4-bromo-2-fluoro-4′-pentylbiphenyl), C(O)([O-])=O.[Na+] (sodium hydrogencarbonate). The reagents and catalysts are C=1C=CC(=CC1)[P](C=2C=CC=CC2)(C=3C=CC=CC3)[Pd]([P](C=4C=CC=CC4)(C=5C=CC=CC5)C=6C=CC=CC6)([P](C=7C=CC=CC7)(C=8C=CC=CC8)C=9C=CC=CC9)[P](C=1C=CC=CC1)(C=1C=CC=CC1)C=1C=CC=CC1 (tetrakis(triphenylphosphine)palladium(0)). The solvent is CC(C)(C)OC (MTBE), C1CCOC1.O (THF water). The product is FC1=C(C=CC(=C1)C=1SC(=CC1)CCCCCC)C1=CC=C(C=C1)CCCCC (2-(2-Fluoro-4′-pentylbiphenyl-4-yl)-5-hexylthiophene). Reaction SMILES: [Na+].[CH2:2]([C:8]1[S:12][C:11](OB(O)[O-])=[CH:10][CH:9]=1)[CH2:3][CH2:4][CH2:5][CH2:6][CH3:7].Br[C:18]1[CH:23]=[CH:22][C:21]([C:24]2[CH:29]=[CH:28][C:27]([CH2:30][CH2:31][CH2:32][CH2:33][CH3:34])=[CH:26][CH:25]=2)=[C:20]([F:35])[CH:19]=1.C(=O)([O-])O.[Na+]>C1COCC1.O.CC(OC)(C)C.C1C=CC([P]([Pd]([P](C2C=CC=CC=2)(C2C=CC=CC=2)C2C=CC=CC=2)([P](C2C=CC=CC=2)(C2C=CC=CC=2)C2C=CC=CC=2)[P](C2C=CC=CC=2)(C2C=CC=CC=2)C2C=CC=CC=2)(C2C=CC=CC=2)C2C=CC=CC=2)=CC=1>[F:35][C:20]1[CH:19]=[C:18]([C:11]2[S:12][C:8]([CH2:2][CH2:3][CH2:4][CH2:5][CH2:6][CH3:7])=[CH:9][CH:10]=2)[CH:23]=[CH:22][C:21]=1[C:24]1[CH:29]=[CH:28][C:27]([CH2:30][CH2:31][CH2:32][CH2:33][CH3:34])=[CH:26][CH:25]=1 |f:0.1,3.4,5.6,^1:56,58,77,96|. Reported procedure: A mixture of 3.30 g (13.1 mmol) of 5-hexylthiophen-2-ylhydroxyboronic acid sodium salt, 4.20 g (13.1 mmol) of 4-bromo-2-fluoro-4′-pentylbiphenyl, 2.2 g (26.2 mmol) of sodium hydrogencarbonate and 0.70 g (0.61 mmol) of tetrakis(triphenylphosphine)palladium(0) in THF/water (1:1) is heated under reflux for 6 h. The mixture is diluted with MTBE, and the organic phase is separated off. The aqueous phase is extracted with MTBE. The combined organic phases are washed with sat. sodium chloride soln. and... Reactants: O=C(Nc1nc2c(Br)cccn2n1)c1ccccc1, OB(O)c1ccoc1. Product: O=C(Nc1nc2c(-c3ccoc3)cccn2n1)c1ccccc1. As a reaction SMILES: [Br:1][c:2]1[c:3]2[n:4]([cH:5][cH:6][cH:7]1)[n:8][c:9]([NH:11][C:12]([c:13]1[cH:14][cH:15][cH:16][cH:17][cH:18]1)=[O:19])[n:10]2.[o:20]1[cH:21][c:22]([B:25]([OH:26])[OH:27])[cH:23][cH:24]1>>[c:2]1(-[c:22]2[cH:21][o:20][cH:24][cH:23]2)[c:3]2[n:4]([cH:5][cH:6][cH:7]1)[n:8][c:9]([NH:11][C:12]([c:13]1[cH:14][cH:15][cH:16][cH:17][cH:18]1)=[O:19])[n:10]2. Reactants: C(C)(C)NCC(COC=1C=C(C=CC1S(=O)(=O)C)C)O (1-(isopropylamino)-3-[4-(methylsulfonyl)-m-tolyloxy]-2-propanol), epihalohydrin, Formula VII, C(C1=CC=CC=C1)N(CC1CO1)C(C)C (1-[(N-Benzyl)isopropylamino]-2,3-epoxypropane), [Na].CS(=O)(=O)C=1C(=CC(=CC1)O)C (4-(methylsulfonyl)-m-cresol sodium salt). The solvent is C(C)O (ethanol). Yields the product C(C1=CC=CC=C1)N(CC(COC=1C=C(C=CC1S(=O)(=O)C)C)O)C(C)C (1-[(N-benzyl)isopropylamino]-3-[4-(methylsulfonyl)-m-tolyloxy]-2-propanol). RXN SMILES: [CH:1]([NH:4][CH2:5][CH:6]([OH:20])[CH2:7][O:8][C:9]1[CH:10]=[C:11]([CH3:19])[CH:12]=[CH:13][C:14]=1[S:15]([CH3:18])(=[O:17])=[O:16])([CH3:3])[CH3:2].[CH2:21](N(C(C)C)CC1OC1)[C:22]1[CH:27]=[CH:26][CH:25]=[CH:24][CH:23]=1.[Na].CS(C1C(C)=CC(O)=CC=1)(=O)=O>C(O)C>[CH2:21]([N:4]([CH:1]([CH3:3])[CH3:2])[CH2:5][CH:6]([OH:20])[CH2:7][O:8][C:9]1[CH:10]=[C:11]([CH3:19])[CH:12]=[CH:13][C:14]=1[S:15]([CH3:18])(=[O:16])=[O:17])[C:22]1[CH:27]=[CH:26][CH:25]=[CH:24][CH:23]=1 |f:2.3,^1:35|. Procedure details: A further modification of the procedure for preparing 1-(isopropylamino)-3-[4-(methylsulfonyl)-m-tolyloxy]-2-propanol employing an epihalohydrin derivative of Formula VII containing a hydrogenolyziable blocking group follows. 1-[(N-Benzyl)isopropylamino]-2,3-epoxypropane is reacted with 4-(methylsulfonyl)-m-cresol sodium salt in ethanol to provide 1-[(N-benzyl)isopropylamino]-3-[4-(methylsulfonyl)-m-tolyloxy]-2-propanol. Reactants: CSC1=CC(=C(C=O)C=C1)C(F)(F)F (4-Methylsulfanyl-2-trifluoromethyl-benzaldehyde), [BH4-].[Na+] (NaBH4). Solvent: CO (MeOH). Conditions: time 2 hour. Yields the product CSC1=CC(=C(C=C1)CO)C(F)(F)F ((4-Methylsulfanyl-2-trifluoromethyl-phenyl)-methanol). Reaction SMILES: [CH3:1][S:2][C:3]1[CH:10]=[CH:9][C:6]([CH:7]=[O:8])=[C:5]([C:11]([F:14])([F:13])[F:12])[CH:4]=1.[BH4-].[Na+]>CO>[CH3:1][S:2][C:3]1[CH:10]=[CH:9][C:6]([CH2:7][OH:8])=[C:5]([C:11]([F:12])([F:13])[F:14])[CH:4]=1 |f:1.2|. Procedure: 4-Methylsulfanyl-2-trifluoromethyl-benzaldehyde (4.87 mmol) was dissolved in 5 mL of MeOH and the resulting solution was treated with NaBH4 (221.1 mg, 5.84 mmol). The reaction mixture was stirred at room temperature for 2 h. The solvent was evaporated and the residue was partitioned between CH2Cl2 and 1N HCl solution. The combined extracts were washed with brine, dried over Na2SO4. A small portion of extracts was evaporated to afford the desired product. Reactants: CC(=O)O[BH-](OC(C)=O)OC(C)=O, O=C([O-])O, CC(=O)O, Nc1ccc(Oc2ccc(Cl)cc2)cc1, ClCCl, [Na+], [Na+], CC(C)(C)OC(=O)N1CCC(=O)CC1. Product: CC(C)(C)OC(=O)N1CCC(Nc2ccc(Oc3ccc(Cl)cc3)cc2)CC1. As a reaction SMILES: [C:34]([O:35][BH-:36]([O:37][C:38](=[O:39])[CH3:40])[O:41][C:42](=[O:43])[CH3:44])(=[O:45])[CH3:46].[C:48](=[O:49])([OH:50])[O-:51].[CH3:30][C:31](=[O:32])[OH:33].[Cl:15][c:16]1[cH:17][cH:18][c:19]([O:20][c:21]2[cH:22][cH:23][c:24]([NH2:25])[cH:26][cH:27]2)[cH:28][cH:29]1.[Cl:53][CH2:54][Cl:55].[Na+:47].[Na+:52].[O:1]=[C:2]1[CH2:3][CH2:4][N:5]([C:8](=[O:9])[O:10][C:11]([CH3:12])([CH3:13])[CH3:14])[CH2:6][CH2:7]1>>[CH:2]1([NH:25][c:24]2[cH:23][cH:22][c:21]([O:20][c:19]3[cH:18][cH:17][c:16]([Cl:15])[cH:29][cH:28]3)[cH:27][cH:26]2)[CH2:3][CH2:4][N:5]([C:8](=[O:9])[O:10][C:11]([CH3:12])([CH3:13])[CH3:14])[CH2:6][CH2:7]1.